Task: describe an organic reaction: reactants, conditions, products, and yield. Dataset: the Open Reaction Database (ORD), a public repository of structured organic reaction records Reactants: CC(=O)O, NCC(O)c1ccccc1, O=CC(Cl)(Cl)Cl, O, c1ccccc1. Yields the product ClC(Cl)(Cl)C1NCC(c2ccccc2)O1. As a reaction SMILES: [CH3:7][C:8](=[O:9])[OH:10].[NH2:11][CH2:12][CH:13]([OH:14])[c:15]1[cH:16][cH:17][cH:18][cH:19][cH:20]1.[O:1]=[CH:2][C:3]([Cl:4])([Cl:5])[Cl:6].[OH2:21].[cH:22]1[cH:23][cH:24][cH:25][cH:26][cH:27]1>>[O:1]1[CH:2]([C:3]([Cl:4])([Cl:5])[Cl:6])[NH:11][CH2:12][CH:13]1[c:15]1[cH:16][cH:17][cH:18][cH:19][cH:20]1. Starting materials: [Al+3], CCOC(=O)CC(C)C=CCC(C)COCc1ccccc1, [H-], [H-], [H-], [H-], [Li+]. Yields the product CC(C=CCC(C)COCc1ccccc1)CCO. RXN SMILES: [Al+3:2].[CH2:7]([c:8]1[cH:9][cH:10][cH:11][cH:12][cH:13]1)[O:14][CH2:15][CH:16]([CH2:17][CH:18]=[CH:19][CH:20]([CH2:21][C:22](=[O:23])[O:24][CH2:25][CH3:26])[CH3:27])[CH3:28].[H-:1].[H-:4].[H-:5].[H-:6].[Li+:3]>>[CH2:7]([c:8]1[cH:9][cH:10][cH:11][cH:12][cH:13]1)[O:14][CH2:15][CH:16]([CH2:17][CH:18]=[CH:19][CH:20]([CH2:21][CH2:22][OH:23])[CH3:27])[CH3:28]. Reactants: N1(CCOCC1)C=1N=C(NC(C1)=O)CC(=O)[O-].[Na+] (sodium [4-(morpholin-4-yl)-6-oxo-1,6-dihydropyrimidin-2-yl]acetate), C(C)OC1=C2CCNC2=CC=C1 (4-(ethoxy)indoline), Cl.CN(CCCN=C=NCC)C (N-[3-(dimethylamino)propyl]-N′-ethylcarbodiimide hydrochloride). Run in N1=CC=CC=C1 (pyridine), CN(C=O)C (N,N-dimethylformamide). Yields the product C(C)OC1=C2CCN(C2=CC=C1)C(CC1=NC(=CC(N1)=O)N1CCOCC1)=O (2-[2-(4-ethoxy-2,3-dihydro-1 H-indol-1-yl)-2-oxoethyl]-6-(morpholin-4-yl)pyrimidin-4(3H)-one). Isolated yield 67.7%. Reaction SMILES: [N:1]1([C:7]2[N:8]=[C:9]([CH2:14][C:15]([O-:17])=O)[NH:10][C:11](=[O:13])[CH:12]=2)[CH2:6][CH2:5][O:4][CH2:3][CH2:2]1.[Na+].[CH2:19]([O:21][C:22]1[CH:30]=[CH:29][CH:28]=[C:27]2[C:23]=1[CH2:24][CH2:25][NH:26]2)[CH3:20].Cl.CN(C)CCCN=C=NCC>N1C=CC=CC=1.CN(C)C=O>[CH2:19]([O:21][C:22]1[CH:30]=[CH:29][CH:28]=[C:27]2[C:23]=1[CH2:24][CH2:25][N:26]2[C:15](=[O:17])[CH2:14][C:9]1[NH:10][C:11](=[O:13])[CH:12]=[C:7]([N:1]2[CH2:2][CH2:3][O:4][CH2:5][CH2:6]2)[N:8]=1)[CH3:20] |f:0.1,3.4|. Reported procedure: The product is prepared according to the procedure described in example 5, using 261 mg of sodium [4-(morpholin-4-yl)-6-oxo-1,6-dihydropyrimidin-2-yl]acetate, 163 mg of 4-(ethoxy)indoline and 249 mg of N-[3-(dimethylamino)propyl]-N′-ethylcarbodiimide hydrochloride in a mixture of 162 μl of pyridine and 4.0 ml of N,N-dimethylformamide. 260 mg of 2-[2-(4-ethoxy-2,3-dihydro-1 H-indol-1-yl)-2-oxoethyl]-6-(morpholin-4-yl)pyrimidin-4(3H)-one are obtained in the form of a white powder, the characterist... Starting materials: ClC1=NC=2N3C(C(N(C2C=N1)CC1=NN(C=C1)C)=O)(COCC3)C (2-chloro-6a-methyl-5-((1-methyl-1H-pyrazol-3-yl)methyl)-6a,7,9,10-tetrahydro-[1,4]oxazino[3,4-h]pteridin-6(5H)-one), CNC(=O)NC1=CC=C(C=C1)B1OC(C(O1)(C)C)(C)C (1-methyl-3-(4-(4,4,5,5-tetramethyl-1,3,2-dioxaborolan-2-yl)phenyl)urea), C([O-])(O)=O.[Na+] (sodium bicarbonate), O1CCOCC1 (1,4-dioxane). Reagents/catalysts: C1=CC=C(C=C1)P([C-]2C=CC=C2)C3=CC=CC=C3.C1=CC=C(C=C1)P([C-]2C=CC=C2)C3=CC=CC=C3.Cl[Pd]Cl.[Fe+2] (PdCl2(dppf)). The solvent is CO (methanol). Run at temperature 100 celsius. The product is CNC(=O)NC1=CC=C(C=C1)C1=NC=2N3C(C(N(C2C=N1)CC1=NN(C=C1)C)=O)(COCC3)C (1-methyl-3-(4-(6a-methyl-5-((1-methyl-1H-pyrazol-3-yl)methyl)-6-oxo-5,6,6a,7,9,10-hexahydro-[1,4]oxazino[3,4-h]pteridin-2-yl)phenyl)urea). Yield: 23.0%. Reaction SMILES: Cl[C:2]1[N:11]=[CH:10][C:9]2[N:8]([CH2:12][C:13]3[CH:17]=[CH:16][N:15]([CH3:18])[N:14]=3)[C:7](=[O:19])[C:6]3([CH3:24])[CH2:20][O:21][CH2:22][CH2:23][N:5]3[C:4]=2[N:3]=1.[CH3:25][NH:26][C:27]([NH:29][C:30]1[CH:35]=[CH:34][C:33](B2OC(C)(C)C(C)(C)O2)=[CH:32][CH:31]=1)=[O:28].C(=O)(O)[O-].[Na+].O1CCOCC1>CO.C1C=CC(P(C2C=CC=CC=2)[C-]2C=CC=C2)=CC=1.C1C=CC(P(C2C=CC=CC=2)[C-]2C=CC=C2)=CC=1.Cl[Pd]Cl.[Fe+2]>[CH3:25][NH:26][C:27]([NH:29][C:30]1[CH:35]=[CH:34][C:33]([C:2]2[N:11]=[CH:10][C:9]3[N:8]([CH2:12][C:13]4[CH:17]=[CH:16][N:15]([CH3:18])[N:14]=4)[C:7](=[O:19])[C:6]4([CH3:24])[CH2:20][O:21][CH2:22][CH2:23][N:5]4[C:4]=3[N:3]=2)=[CH:32][CH:31]=1)=[O:28] |f:2.3,6.7.8.9|. Procedure: A mixture of 2-chloro-6a-methyl-5-((1-methyl-1H-pyrazol-3-yl)methyl)-6a,7,9,10-tetrahydro-[1,4]oxazino[3,4-h]pteridin-6(5H)-one (118 mg), PdCl2(dppf) (43.6 mg), 1-methyl-3-(4-(4,4,5,5-tetramethyl-1,3,2-dioxaborolan-2-yl)phenyl)urea (124 mg, 0.447 mmol), saturated sodium bicarbonate solution (1.5 mL), and 1,4-dioxane (3 mL) was heated by microwave irradiation at 100° C. for 45 minutes. The reaction mixture was diluted with 2 mL of methanol, filtered then purified by mass-triggered preparative HPL... The reactants are CC#N, CCOC(=O)c1ccc(F)cc1. The product is N#CCC(=O)c1ccc(F)cc1. Reaction SMILES: [CH3:13][C:14]#[N:15].[F:1][c:2]1[cH:3][cH:4][c:5]([C:6]([O:8][CH2:7][CH3:9])=[O:10])[cH:11][cH:12]1>>[F:1][c:2]1[cH:3][cH:4][c:5]([C:6](=[O:8])[CH2:13][C:14]#[N:15])[cH:11][cH:12]1. Reactants: O (water), C(CCCCCCCCC)C1CC2=CC=C(C=C2C1)C1=NC=C(C=N1)O (2-(2-decylindan-5-yl)pyrimidine-5-ol), C1(=CC=C(C=C1)S(=O)(=O)OCCCC1=CC=CC=C1)C (phenylpropyl p-toluenesulfonate), [OH-].[K+] (potassium hydroxide). Solvent: C(C)O (ethanol). Product: C(CCCCCCCCC)C1CC2=CC=C(C=C2C1)C1=NC=C(C=N1)OCCCC1=CC=CC=C1 (2-(2-decylindan-5-yl)-5-(3-phenylpropyloxy)pyrimidine). The yield is 56.3%. As a reaction SMILES: [CH2:1]([CH:11]1[CH2:19][C:18]2[C:13](=[CH:14][CH:15]=[C:16]([C:20]3[N:25]=[CH:24][C:23]([OH:26])=[CH:22][N:21]=3)[CH:17]=2)[CH2:12]1)[CH2:2][CH2:3][CH2:4][CH2:5][CH2:6][CH2:7][CH2:8][CH2:9][CH3:10].C1(C)C=CC(S(O[CH2:37][CH2:38][CH2:39][C:40]2[CH:45]=[CH:44][CH:43]=[CH:42][CH:41]=2)(=O)=O)=CC=1.[OH-].[K+].O>C(O)C>[CH2:1]([CH:11]1[CH2:19][C:18]2[C:13](=[CH:14][CH:15]=[C:16]([C:20]3[N:25]=[CH:24][C:23]([O:26][CH2:37][CH2:38][CH2:39][C:40]4[CH:45]=[CH:44][CH:43]=[CH:42][CH:41]=4)=[CH:22][N:21]=3)[CH:17]=2)[CH2:12]1)[CH2:2][CH2:3][CH2:4][CH2:5][CH2:6][CH2:7][CH2:8][CH2:9][CH3:10] |f:2.3|. Procedure: 0.443 g of 2-(2-decylindan-5-yl)pyrimidine-5-ol, 0.343 g of phenylpropyl p-toluenesulfonate and 0.1 g of potassium hydroxide were dissolved in 2 ml of ethanol, followed by heat-refluxing for 4 hours. After the reaction, the reaction mixture was poured into water and subjected to extraction with toluene. The resultant organic layer was washed with water and dried with anhydrous sodium sulfate, followed by distilling-off of the solvent and purification by silica gel column chromatography to obtain...